Dataset: the Open Reaction Database (ORD), a public repository of structured organic reaction records. Task: describe an organic reaction: reactants, conditions, products, and yield The reactants are CCCCc1cc(=O)c2ccccc2n1Cc1ccc(-c2ccccc2C(=O)OC)cc1, CCO, CN(C)C=O, [Na+], [OH-]. Yields the product CCCCc1cc(=O)c2ccccc2n1Cc1ccc(-c2ccccc2C(=O)O)cc1. RXN SMILES: [CH2:1]([CH2:2][CH2:3][CH3:4])[c:5]1[n:6]([CH2:16][c:17]2[cH:18][cH:19][c:20](-[c:23]3[c:24]([C:29](=[O:30])[O:31][CH3:32])[cH:25][cH:26][cH:27][cH:28]3)[cH:21][cH:22]2)[c:7]2[cH:8][cH:9][cH:10][cH:11][c:12]2[c:13](=[O:15])[cH:14]1.[CH3:35][CH2:36][OH:37].[CH3:38][N:39]([CH3:40])[CH:41]=[O:42].[Na+:34].[OH-:33]>>[CH2:1]([CH2:2][CH2:3][CH3:4])[c:5]1[n:6]([CH2:16][c:17]2[cH:18][cH:19][c:20](-[c:23]3[c:24]([C:29](=[O:30])[OH:31])[cH:25][cH:26][cH:27][cH:28]3)[cH:21][cH:22]2)[c:7]2[cH:8][cH:9][cH:10][cH:11][c:12]2[c:13](=[O:15])[cH:14]1.